Dataset: the Open Reaction Database (ORD), a public repository of structured organic reaction records. Task: describe an organic reaction: reactants, conditions, products, and yield Procedure details: A solution of 2.7 g of 2-tert-butyl-5-chloro-6-nitrobenzothiazole described in example 5, in 25 ml of dimethyl sulfoxide is stirred and heated at 140° for 11 hours with 2.6 g of anhydrous potassium carbonate and 1 g of 3-methylpiperidine, cooled and poured into water. The material obtained is dissolved in chloroform and filtered through a silica gel column. The filtrate is evaporated to give 2-tert-butyl-5-[3-methylpiperidin-1-yl]-6-nitrobenzothiazole as an oil. The reactants are C(C)(C)(C)C=1SC2=C(N1)C=C(C(=C2)[N+](=O)[O-])Cl (2-tert-butyl-5-chloro-6-nitrobenzothiazole), O (water), C([O-])([O-])=O.[K+].[K+] (potassium carbonate), CC1CNCCC1 (3-methylpiperidine). Reaction SMILES: [C:1]([C:5]1[S:6][C:7]2[CH:13]=[C:12]([N+:14]([O-:16])=[O:15])[C:11](Cl)=[CH:10][C:8]=2[N:9]=1)([CH3:4])([CH3:3])[CH3:2].C(=O)([O-])[O-].[K+].[K+].[CH3:24][CH:25]1[CH2:30][CH2:29][CH2:28][NH:27][CH2:26]1.O>CS(C)=O.C(Cl)(Cl)Cl>[C:1]([C:5]1[S:6][C:7]2[CH:13]=[C:12]([N+:14]([O-:16])=[O:15])[C:11]([N:27]3[CH2:28][CH2:29][CH2:30][CH:25]([CH3:24])[CH2:26]3)=[CH:10][C:8]=2[N:9]=1)([CH3:4])([CH3:3])[CH3:2] |f:1.2.3|. The product is C(C)(C)(C)C=1SC2=C(N1)C=C(C(=C2)[N+](=O)[O-])N2CC(CCC2)C (2-tert-butyl-5-[3-methylpiperidin-1-yl]-6-nitrobenzothiazole). Run in CS(=O)C (dimethyl sulfoxide), C(Cl)(Cl)Cl (chloroform). The reactants are CC(=O)OCC1OC(OC(C)=O)C(OC(C)=O)C1OC(C)=O, CC#N, CCOC(C)=O, Clc1nc2cc(Cl)c(Cl)cc2[nH]1. The product is CC(=O)OCC1OC(n2c(Cl)nc3cc(Cl)c(Cl)cc32)C(OC(C)=O)C1OC(C)=O. RXN SMILES: [C:13]([O:14][CH:17]1[CH:18]([O:19][C:20]([CH3:21])=[O:22])[CH:23]([O:24][C:25]([CH3:26])=[O:27])[CH:28]([CH2:30][O:31][C:32]([CH3:33])=[O:34])[O:29]1)(=[O:15])[CH3:16].[CH3:35][C:36]#[N:37].[CH3:38][CH2:39][O:40][C:41]([CH3:42])=[O:43].[Cl:1][c:2]1[nH:3][c:4]2[c:5]([n:6]1)[cH:7][c:8]([Cl:12])[c:9]([Cl:11])[cH:10]2>>[Cl:1][c:2]1[n:3]([CH:17]2[CH:18]([O:19][C:20]([CH3:21])=[O:22])[CH:23]([O:24][C:25]([CH3:26])=[O:27])[CH:28]([CH2:30][O:31][C:32]([CH3:33])=[O:34])[O:29]2)[c:4]2[c:5]([n:6]1)[cH:7][c:8]([Cl:12])[c:9]([Cl:11])[cH:10]2. The reactants are FC(C(=O)O)(F)F (trifluoroacetic acid), C1(=CC=CC=C1)C(N1C(OC(C1=O)CC1=CC=C(C=C1)OCCC1=CC=C(C=C1)OS(=O)(=O)C)=O)(C1=CC=CC=C1)C1=CC=CC=C1 (3-triphenylmethyl-5-([4-[2-(4-methanesulfonyloxyphenyl)ethoxy]phenyl]methyl)oxazolidine-2,4-dione). Solvent: ClCCl (dichloromethane), ClCCl (dichloromethane). Product: CS(=O)(=O)OC1=CC=C(C=C1)CCOC1=CC=C(C=C1)CC1C(NC(O1)=O)=O (5-([4-[2-(4-methanesulfonyloxyphenyl)ethoxy]phenyl]methyl)oxazolidine-2,4-dione). Yield: 88.2%. RXN SMILES: FC(F)(F)C(O)=O.C1(C(C2C=CC=CC=2)(C2C=CC=CC=2)[N:15]2[C:19](=[O:20])[CH:18]([CH2:21][C:22]3[CH:27]=[CH:26][C:25]([O:28][CH2:29][CH2:30][C:31]4[CH:36]=[CH:35][C:34]([O:37][S:38]([CH3:41])(=[O:40])=[O:39])=[CH:33][CH:32]=4)=[CH:24][CH:23]=3)[O:17][C:16]2=[O:42])C=CC=CC=1>ClCCl>[CH3:41][S:38]([O:37][C:34]1[CH:33]=[CH:32][C:31]([CH2:30][CH2:29][O:28][C:25]2[CH:26]=[CH:27][C:22]([CH2:21][CH:18]3[O:17][C:16](=[O:42])[NH:15][C:19]3=[O:20])=[CH:23][CH:24]=2)=[CH:36][CH:35]=1)(=[O:39])=[O:40]. Procedure: 1 ml trifluoroacetic acid was added to a solution of 0.214 g (0.33 mmole) 3-triphenylmethyl-5-([4-[2-(4-methanesulfonyloxyphenyl)ethoxy]phenyl]methyl)oxazolidine-2,4-dione in 10 ml dichloromethane. After stirring for 45 minutes at room temperature 20 ml more of dichloromethane was added, the reaction mixure was washed twice with water, dried (sodium sulfate) and the solvent was evaporated in vacuo. The crude product was purified by chromatography on silica gel using heptane:ethyl acetate:acetic ... The reactants are C(C)(C)(C)OC(=O)N1[C@@H](CN([C@H](C1)CN1[C@@H](COCC1)C)CC(=O)OCC1=CC=CC=C1)C ((2R,5S)-4-Benzyloxycarbonylmethyl-2-methyl-5-((R)-3-methyl-morpholin-4-ylmethyl)-piperazine-1-carboxylic acid tert-butyl ester). Reagents/catalysts: [Pd] (Pd/C). Solvent: CCO (EtOH). The product is C(C)(C)(C)OC(=O)N1[C@@H](CN([C@H](C1)CN1[C@@H](COCC1)C)CC(=O)O)C ((2R,5S)-4-Carboxymethyl-2-methyl-5-((R)-3-methyl-morpholin-4-ylmethyl)-piperazine-1-carboxylic acid tert-butyl ester). The yield is 89.1%. Reaction SMILES: [C:1]([O:5][C:6]([N:8]1[CH2:13][C@H:12]([CH2:14][N:15]2[CH2:20][CH2:19][O:18][CH2:17][C@H:16]2[CH3:21])[N:11]([CH2:22][C:23]([O:25]CC2C=CC=CC=2)=[O:24])[CH2:10][C@H:9]1[CH3:33])=[O:7])([CH3:4])([CH3:3])[CH3:2]>CCO.[Pd]>[C:1]([O:5][C:6]([N:8]1[CH2:13][C@H:12]([CH2:14][N:15]2[CH2:20][CH2:19][O:18][CH2:17][C@H:16]2[CH3:21])[N:11]([CH2:22][C:23]([OH:25])=[O:24])[CH2:10][C@H:9]1[CH3:33])=[O:7])([CH3:2])([CH3:3])[CH3:4]. Procedure: (2R,5S)-4-Benzyloxycarbonylmethyl-2-methyl-5-((R)-3-methyl-morpholin-4-ylmethyl)-piperazine-1-carboxylic acid tert-butyl ester (39 g, 84.6 mmol) in EtOH (200 mL) was hydrogenated (1 atmosphere H2) in the presence of Pd/C (8.9 g) at room temperature for 2 h. The reaction mixture was filtered through Celite and the solvent was removed in vacuo to give the title compound (28 g) as a pale yellow solid. 1H NMR (CDCl3): 4.21-4.05 (1H, m), 4.05-3.83 (3H, m), 3.83-3.55 (4H, m), 3.55-3.27 (4H, m), 3.27-3... Reactants: CN(C)c1ccncc1, C(=NC1CCCCC1)=NC1CCCCC1, ClC(Cl)Cl, CC(C)N1CCN(C(=O)c2ccc(O)cc2)CC1, O=C(O)C=C1c2ccccc2-c2ccccc21. The product is CC(C)N1CCN(C(=O)c2ccc(OC(=O)C=C3c4ccccc4-c4ccccc43)cc2)CC1. As a reaction SMILES: [CH3:51][N:52]([CH3:53])[c:54]1[cH:55][cH:56][n:57][cH:58][cH:59]1.[CH:36]1([N:37]=[C:38]=[N:39][CH:40]2[CH2:41][CH2:42][CH2:43][CH2:44][CH2:45]2)[CH2:46][CH2:47][CH2:48][CH2:49][CH2:50]1.[CH:60]([Cl:61])([Cl:62])[Cl:63].[OH:18][c:19]1[cH:20][cH:21][c:22]([C:23](=[O:24])[N:25]2[CH2:26][CH2:27][N:28]([CH:31]([CH3:32])[CH3:33])[CH2:29][CH2:30]2)[cH:34][cH:35]1.[cH:1]1[cH:2][cH:3][cH:4][c:5]2[c:13]1[C:12](=[CH:14][C:15](=[O:16])[OH:17])[c:11]1[c:6]-2[cH:7][cH:8][cH:9][cH:10]1>>[cH:1]1[cH:2][cH:3][cH:4][c:5]2[c:13]1[C:12](=[CH:14][C:15]([O:16][c:19]1[cH:20][cH:21][c:22]([C:23](=[O:24])[N:25]3[CH2:26][CH2:27][N:28]([CH:31]([CH3:32])[CH3:33])[CH2:29][CH2:30]3)[cH:34][cH:35]1)=[O:17])[c:11]1[c:6]-2[cH:7][cH:8][cH:9][cH:10]1. Starting materials: CCO, CCOC(=O)C=COc1c(C(C)C)cccc1C(C)C, [K+], [OH-], O. Yields the product CC(C)c1cccc(C(C)C)c1OC=CC(=O)O. RXN SMILES: [CH2:23]([OH:24])[CH3:25].[CH:1]([CH3:2])([CH3:3])[c:4]1[c:5]([O:6][CH:7]=[CH:8][C:9](=[O:10])[O:11][CH2:12][CH3:13])[c:14]([CH:18]([CH3:19])[CH3:20])[cH:15][cH:16][cH:17]1.[K+:22].[OH-:21].[OH2:26]>>[CH:1]([CH3:2])([CH3:3])[c:4]1[c:5]([O:6][CH:7]=[CH:8][C:9](=[O:10])[OH:11])[c:14]([CH:18]([CH3:19])[CH3:20])[cH:15][cH:16][cH:17]1.